Dataset: the Open Reaction Database (ORD), a public repository of structured organic reaction records. Task: describe an organic reaction: reactants, conditions, products, and yield Reaction SMILES: Cl.[CH2:2]([O:9][CH2:10][CH2:11][C:12]1[C:18]([F:19])=[CH:17][CH:16]=[CH:15][C:13]=1[NH2:14])[C:3]1[CH:8]=[CH:7][CH:6]=[CH:5][CH:4]=1.[N:20]([O-])=O.[Na+].O.O.[Sn](Cl)[Cl:27].[OH-].[Na+]>O.Cl.CC(O)=O>[ClH:27].[CH2:2]([O:9][CH2:10][CH2:11][C:12]1[C:18]([F:19])=[CH:17][CH:16]=[CH:15][C:13]=1[NH:14][NH2:20])[C:3]1[CH:4]=[CH:5][CH:6]=[CH:7][CH:8]=1 |f:0.1,2.3,4.5.6,7.8,12.13|. The reactants are N(=O)[O-].[Na+] (NaNO2), O.O.[Sn](Cl)Cl (tin (II) chloride dihydrate), Cl.C(C1=CC=CC=C1)OCCC1=C(N)C=CC=C1F (2-(2-benzyloxyethyl)-3-fluoroaniline hydrochloride), [OH-].[Na+] (NaOH). Run in O (water), Cl (HCl), O (water), Cl (HCl), CC(=O)O (HOAc). Run at temperature -10 celsius, time 75 minute. The yield is 96.8%. Product: Cl.C(C1=CC=CC=C1)OCCC1=C(C=CC=C1F)NN (2-(2-Benzyloxyethyl)-3-fluorophenylhydrazine Hydrochloride). Reported procedure: A mechanically stirred suspension of 2-(2-benzyloxyethyl)-3-fluoroaniline hydrochloride (53 g, 0.188 mole) in a mixture of water (30 mL), concentrated HCl (127 mL) and glacial HOAc (127 mL) was cooled to -10° C. (internal temperature). A solution of NaNO2 (14.27 g, 0.206 mole) in water (52 mL) was added dropwise while maintaining the internal temperature at -10° C. The resulting red solution was stirred an additional 75 minutes at -10° C. and then treated dropwise (over 30 minutes) with a soluti... The reactants are ClCCl, CC(C)(C)OC(=O)N1CCCC(CCCOCc2cc(Br)ccc2F)C1, O=C(O)C(F)(F)F. Yields the product Fc1ccc(Br)cc1COCCCC1CCCNC1. RXN SMILES: [CH2:34]([Cl:35])[Cl:36].[F:8][c:9]1[c:10]([CH2:11][O:12][CH2:13][CH2:14][CH2:15][CH:16]2[CH2:17][N:18]([C:22]([O:23][C:24]([CH3:25])([CH3:26])[CH3:27])=[O:28])[CH2:19][CH2:20][CH2:21]2)[cH:29][c:30]([Br:33])[cH:31][cH:32]1.[OH:1][C:2]([C:3]([F:4])([F:5])[F:6])=[O:7]>>[F:8][c:9]1[c:10]([CH2:11][O:12][CH2:13][CH2:14][CH2:15][CH:16]2[CH2:17][NH:18][CH2:19][CH2:20][CH2:21]2)[cH:29][c:30]([Br:33])[cH:31][cH:32]1.